Dataset: the Open Reaction Database (ORD), a public repository of structured organic reaction records. Task: describe an organic reaction: reactants, conditions, products, and yield Starting materials: OC(C[C@@]1(CCN(C(O1)=O)[C@@H](C)C1=CC=C(C=C1)B1OC(C(O1)(C)C)(C)C)C1=CC=CC=C1)(C)C ((S)-6-(2-hydroxy-2-methylpropyl)-6-phenyl-3-{(S)-1-[4-(4,4,5,5-tetramethyl-1,3,2-dioxaborolan-2-yl)phenyl]-ethyl}-1,3-oxazinan-2-one), CNC(=O)C1(CC1)C1=NC(=CC=C1)Br (1-(6-bromo-pyridin-2-yl)-cyclopropanecarboxylic acid methylamide). Product: CNC(=O)C1(CC1)C1=NC(=CC=C1)C1=CC=C(C=C1)[C@H](C)N1C(O[C@](CC1)(C1=CC=CC=C1)CC(C)(C)O)=O (1-[6-(4-{(S)-1-[(S)-6-(2-Hydroxy-2-methyl-propyl)-2-oxo-6-phenyl-[1,3]oxazinan-3-yl]-ethyl}-phenyl)-pyridin-2-yl]-cyclopropanecarboxylic acid methylamide). Isolated yield 74.0%. RXN SMILES: [OH:1][C:2]([CH3:35])([CH3:34])[CH2:3][C@@:4]1([C:28]2[CH:33]=[CH:32][CH:31]=[CH:30][CH:29]=2)[O:9][C:8](=[O:10])[N:7]([C@H:11]([C:13]2[CH:18]=[CH:17][C:16](B3OC(C)(C)C(C)(C)O3)=[CH:15][CH:14]=2)[CH3:12])[CH2:6][CH2:5]1.[CH3:36][NH:37][C:38]([C:40]1([C:43]2[CH:48]=[CH:47][CH:46]=[C:45](Br)[N:44]=2)[CH2:42][CH2:41]1)=[O:39]>>[CH3:36][NH:37][C:38]([C:40]1([C:43]2[CH:48]=[CH:47][CH:46]=[C:45]([C:16]3[CH:15]=[CH:14][C:13]([C@@H:11]([N:7]4[CH2:6][CH2:5][C@:4]([CH2:3][C:2]([OH:1])([CH3:34])[CH3:35])([C:28]5[CH:33]=[CH:32][CH:31]=[CH:30][CH:29]=5)[O:9][C:8]4=[O:10])[CH3:12])=[CH:18][CH:17]=3)[N:44]=2)[CH2:42][CH2:41]1)=[O:39]. Procedure: The title compound was prepared from (S)-6-(2-hydroxy-2-methylpropyl)-6-phenyl-3-{(S)-1-[4-(4,4,5,5-tetramethyl-1,3,2-dioxaborolan-2-yl)phenyl]-ethyl}-1,3-oxazinan-2-one and 1-(6-bromo-pyridin-2-yl)-cyclopropanecarboxylic acid methylamide following a procedure analogous to that described in Example 1. Yield: 74% of theory; LC (method 1): tR=1.96 min; Mass spectrum (ESI+): m/z=528 [M+H]+.